The task is: describe an organic reaction: reactants, conditions, products, and yield. This data is from the Open Reaction Database (ORD), a public repository of structured organic reaction records. The reactants are NC1=CC=C(C=CCN2CCC(CC2)=C2C3=C(C=CC4=C2C=CC=C4)C=CC=C3)C=C1 (1-(4-Aminocinnamyl)-4-(5H-dibenzo[a,d]cyclohepten-5-ylidene)piperidine), NC1=CC=C(C=CCN2CCC(CC2)=C2C3=C(C=CC4=C2C=CC=C4)C=CC=C3)C=C1 (1-(4-Aminocinnamyl)-4-(5H-dibenzo[a,d]cyclohepten-5-ylidene)piperidine), C(CCC)(=O)O (butanoic acid). The product is C(CCC)(=O)NC1=CC=C(C=CCN2CCC(CC2)=C2C3=C(C=CC4=C2C=CC=C4)C=CC=C3)C=C1 (1-(4-Butanoylaminocinnamyl)-4-(5H-dibenzo[a,d]cyclohepten-5-ylidene)piperidine). Yield: 68.5%. RXN SMILES: [NH2:1][C:2]1[CH:31]=[CH:30][C:5]([CH:6]=[CH:7][CH2:8][N:9]2[CH2:14][CH2:13][C:12](=[C:15]3[C:21]4[CH:22]=[CH:23][CH:24]=[CH:25][C:20]=4[CH:19]=[CH:18][C:17]4[CH:26]=[CH:27][CH:28]=[CH:29][C:16]3=4)[CH2:11][CH2:10]2)=[CH:4][CH:3]=1.[C:32](O)(=[O:36])[CH2:33][CH2:34][CH3:35]>>[C:32]([NH:1][C:2]1[CH:3]=[CH:4][C:5]([CH:6]=[CH:7][CH2:8][N:9]2[CH2:10][CH2:11][C:12](=[C:15]3[C:16]4[CH:29]=[CH:28][CH:27]=[CH:26][C:17]=4[CH:18]=[CH:19][C:20]4[CH:25]=[CH:24][CH:23]=[CH:22][C:21]3=4)[CH2:13][CH2:14]2)=[CH:30][CH:31]=1)(=[O:36])[CH2:33][CH2:34][CH3:35]. Reported procedure: This compound was prepared from 1-(4-Aminocinnamyl)-4-(5H-dibenzo[a,d]cyclohepten-5-ylidene)piperidine (compound 5) and butanoic acid. Yield 68.5% Starting materials: COC1=CC(=CC=2CC[C@H]3[C@@H]4CC[C@@H]([C@@]4(C)CC[C@@H]3C12)O)OC (1,3-dimethoxy-17β-hydroxyestra-1,3,5(10)-triene), CC(C)([O-])C.[K+] (potassium t-butoxide), C(C=C)#N (acrylonitrile), C(C=C)#N (acrylonitrile), CC(C)([O-])C.[K+] (potassium t-butoxide). Run in C1=CC=CC=C1 (benzene). Reaction conditions: time 5 hour. Yields the product C(#N)CCOC[C@@]12CCC[C@H]1[C@@H]1CCC=3C=C(C=C(C3[C@H]1CC2)OC)OC (2-cyanoethoxy-1,3-dimethoxyestra-1,3,5(10)-triene). RXN SMILES: [CH3:1][O:2][C:3]1[C:20]2[C@@H:19]3[C@H:10]([C@H:11]4[C@@:15]([CH2:17][CH2:18]3)([CH3:16])[C@@H:14]([OH:21])[CH2:13][CH2:12]4)[CH2:9][CH2:8][C:7]=2[CH:6]=[C:5]([O:22][CH3:23])[CH:4]=1.CC(C)([O-])C.[K+].[C:30](#[N:33])[CH:31]=[CH2:32]>C1C=CC=CC=1>[C:30]([CH2:31][CH2:32][O:21][CH2:14][C@:15]12[CH2:17][CH2:18][C@H:19]3[C@@H:10]([CH2:9][CH2:8][C:7]4[CH:6]=[C:5]([O:22][CH3:23])[CH:4]=[C:3]([O:2][CH3:1])[C:20]=43)[C@@H:11]1[CH2:12][CH2:13][CH2:16]2)#[N:33] |f:1.2|. Procedure details: A solution of 1,3-dimethoxy-17β-hydroxyestra-1,3,5(10)-triene (1.5 g, 4.7 mM), potassium t-butoxide (0.053 g, 0.47 mM) and acrylonitrile (0.5 g, 9.4 mM) in 25 ml of anhydrous benzene is refluxed with vigorous stirring for 5 hrs. An additional 0.5 g of acrylonitrile and 0.025 g of potassium t-butoxide are added; the solution is refluxed for 2 hrs and allowed to stir at room temperature for 18 hrs. The resulting suspension is filtered and the filtrate evaporated in vacuo to give an oily residue wh... Reactants: O=Cc1cc(Cl)ccc1O, FC(F)(F)CI, [K+], [K+], O=C([O-])[O-], CN(C)C=O. Yields the product O=Cc1cc(Cl)ccc1OCC(F)(F)F. As a reaction SMILES: [Cl:1][c:2]1[cH:3][cH:4][c:5]([OH:10])[c:6]([CH:7]=[O:8])[cH:9]1.[F:11][C:12]([CH2:13][I:14])([F:15])[F:16].[K+:17].[K+:18].[O-:19][C:20]([O-:21])=[O:22].[O:23]=[CH:24][N:25]([CH3:26])[CH3:27]>>[Cl:1][c:2]1[cH:3][cH:4][c:5]([O:10][CH2:13][C:12]([F:11])([F:15])[F:16])[c:6]([CH:7]=[O:8])[cH:9]1. Reactants: N1CCOCC1 (morpholine), C(CCC)[Li] (n-butyllithium), BrC1=C(C=O)C=C(C(=C1)OC)O[Si](C(C)C)(C(C)C)C(C)C (2-bromo-4-methoxy-5-triisopropylsilanyloxybenzaldehyde), C(CCC)[Li] (n-butyllithium), FNS(=O)(=O)C1=CC=CC=C1 (N-fluorobenzenesulfonamide), Cl (hydrochloric acid). The solvent is C1CCOC1 (THF), C(C)OCC (diethyl ether), C1CCOC1 (THF), C1CCOC1 (THF). Run at temperature -40 celsius, time 30 minute. Yields the product FC1=C(C=O)C=C(C(=C1)OC)O[Si](C(C)C)(C(C)C)C(C)C (2-fluoro-4-methoxy-5-triisopropylsilanyloxybenzaldehyde). As a reaction SMILES: N1CCOCC1.C([Li])CCC.Br[C:13]1[CH:20]=[C:19]([O:21][CH3:22])[C:18]([O:23][Si:24]([CH:31]([CH3:33])[CH3:32])([CH:28]([CH3:30])[CH3:29])[CH:25]([CH3:27])[CH3:26])=[CH:17][C:14]=1[CH:15]=[O:16].[F:34]NS(C1C=CC=CC=1)(=O)=O.Cl>C1COCC1.C(OCC)C>[F:34][C:13]1[CH:20]=[C:19]([O:21][CH3:22])[C:18]([O:23][Si:24]([CH:31]([CH3:33])[CH3:32])([CH:28]([CH3:30])[CH3:29])[CH:25]([CH3:27])[CH3:26])=[CH:17][C:14]=1[CH:15]=[O:16]. Procedure details: To a solution of 2.01 ml of morpholine in 50 ml of THF there was added 8.69 ml of n-butyllithium (2.66 M, hexane solution) at −78° C. under a nitrogen atmosphere, and the mixture was stirred at −40° C. for 30 minutes. A solution of 2-bromo-4-methoxy-5-triisopropylsilanyloxybenzaldehyde in 15 ml of THF was then added dropwise at −78° C., and the mixture was further stirred at −78° C. for 40 minutes. After further adding 11.1 ml of n-butyllithium (2.66 M, hexane solution) at −78° C., the mixture w... Reactants: CC(=O)O[BH-](OC(C)=O)OC(C)=O, O=C([O-])O, CCCCOCCOc1ccc(-c2ccc3c(c2)C=C(C(=O)OC)CCN3)cc1, O=CC1CCCCC1, ClCCCl, [Na+], [Na+], O. Yields the product CCCCOCCOc1ccc(-c2ccc3c(c2)C=C(C(=O)OC)CCN3CC2CCCCC2)cc1. Reaction SMILES: [C:38]([O:39][BH-:40]([O:41][C:42](=[O:43])[CH3:44])[O:45][C:46](=[O:47])[CH3:48])(=[O:49])[CH3:50].[C:52](=[O:53])([O-:54])[OH:55].[CH2:1]([CH2:2][CH2:3][CH3:4])[O:5][CH2:6][CH2:7][O:8][c:9]1[cH:10][cH:11][c:12](-[c:15]2[cH:16][cH:17][c:18]3[c:19]([cH:29]2)[CH:20]=[C:21]([C:25](=[O:26])[O:27][CH3:28])[CH2:22][CH2:23][NH:24]3)[cH:13][cH:14]1.[CH:30]1([CH:36]=[O:37])[CH2:31][CH2:32][CH2:33][CH2:34][CH2:35]1.[Cl:57][CH2:58][CH2:59][Cl:60].[Na+:51].[Na+:56].[OH2:61]>>[CH2:1]([CH2:2][CH2:3][CH3:4])[O:5][CH2:6][CH2:7][O:8][c:9]1[cH:10][cH:11][c:12](-[c:15]2[cH:16][cH:17][c:18]3[c:19]([cH:29]2)[CH:20]=[C:21]([C:25](=[O:26])[O:27][CH3:28])[CH2:22][CH2:23][N:24]3[CH2:36][CH:30]2[CH2:31][CH2:32][CH2:33][CH2:34][CH2:35]2)[cH:13][cH:14]1.